Dataset: the Open Reaction Database (ORD), a public repository of structured organic reaction records. Task: describe an organic reaction: reactants, conditions, products, and yield Reactants: Cc1cc(C)cc(OCC(=O)Cl)c1, CC#N, NC(CCC(=O)O)C(=O)O, [Na+], [Na+], O=C([O-])[O-]. Product: Cc1cc(C)cc(OCC(=O)NC(CCC(=O)O)C(=O)O)c1. Reaction SMILES: [CH3:17][c:18]1[cH:19][c:20]([O:21][CH2:22][C:23](=[O:24])[Cl:25])[cH:26][c:27]([CH3:29])[cH:28]1.[CH3:30][C:31]#[N:32].[NH2:1][CH:2]([CH2:3][CH2:4][C:5]([OH:6])=[O:7])[C:8]([OH:9])=[O:10].[Na+:11].[Na+:12].[O-:13][C:14](=[O:15])[O-:16]>>[NH:1]([CH:2]([CH2:3][CH2:4][C:5]([OH:6])=[O:7])[C:8]([OH:9])=[O:10])[C:23]([CH2:22][O:21][c:20]1[cH:19][c:18]([CH3:17])[cH:28][c:27]([CH3:29])[cH:26]1)=[O:24]. Reactants: Cc1ncc(Br)cn1, COC(=O)c1cc(B2OC(C)(C)C(C)(C)O2)cc(-c2ccc(C)cn2)c1, CN(C)C=O, CC(C)NC(C)C, CC(=O)[O-], CC(=O)[O-], O, [Pd+2]. Yields the product COC(=O)c1cc(-c2cnc(C)nc2)cc(-c2ccc(C)cn2)c1. Reaction SMILES: [Br:27][c:28]1[cH:29][n:30][c:31]([CH3:34])[n:32][cH:33]1.[CH3:1][c:2]1[cH:3][cH:4][c:5](-[c:8]2[cH:9][c:10]([C:11](=[O:12])[O:13][CH3:14])[cH:15][c:16]([B:18]3[O:19][C:20]([CH3:21])([CH3:22])[C:23]([CH3:24])([CH3:25])[O:26]3)[cH:17]2)[n:6][cH:7]1.[CH3:42][N:43]([CH3:44])[CH:45]=[O:46].[CH:35]([NH:36][CH:37]([CH3:38])[CH3:39])([CH3:40])[CH3:41].[O-:49][C:50]([CH3:51])=[O:52].[O-:53][C:54]([CH3:55])=[O:56].[OH2:47].[Pd+2:48]>>[CH3:1][c:2]1[cH:3][cH:4][c:5](-[c:8]2[cH:9][c:10]([C:11](=[O:12])[O:13][CH3:14])[cH:15][c:16](-[c:28]3[cH:29][n:30][c:31]([CH3:34])[n:32][cH:33]3)[cH:17]2)[n:6][cH:7]1. Reactants: [N+](=O)([O-])OCC(C(=O)OC)(CO[N+](=O)[O-])CO[N+](=O)[O-] (methyl 3-nitryloxy-2,2-bis(nitryloxymethyl)propionate), C(C1=CC=CC=C1)N (benzylamine), [Cl-].[NH4+] (ammonium chloride). Solvent: C(Cl)(Cl)Cl (chloroform). Yields the product C(C1=CC=CC=C1)NC(C(CO[N+](=O)[O-])(CO[N+](=O)[O-])CO[N+](=O)[O-])=O (3-nitryloxy-2,2-bis(nitryloxymethyl)propionic acid N-benzylamide). The yield is 73.0%. Reaction SMILES: [N+:1]([O:4][CH2:5][C:6]([CH2:16][O:17][N+:18]([O-:20])=[O:19])([CH2:11][O:12][N+:13]([O-:15])=[O:14])[C:7](OC)=[O:8])([O-:3])=[O:2].[CH2:21]([NH2:28])[C:22]1[CH:27]=[CH:26][CH:25]=[CH:24][CH:23]=1.[Cl-].[NH4+]>C(Cl)(Cl)Cl>[CH2:21]([NH:28][C:7](=[O:8])[C:6]([CH2:16][O:17][N+:18]([O-:20])=[O:19])([CH2:11][O:12][N+:13]([O-:15])=[O:14])[CH2:5][O:4][N+:1]([O-:3])=[O:2])[C:22]1[CH:27]=[CH:26][CH:25]=[CH:24][CH:23]=1 |f:2.3|. Procedure details: 1 g (3.5 mmol) of methyl 3-nitryloxy-2,2-bis(nitryloxymethyl)propionate is heated for 3 hours at 130° C. with 3 ml of benzylamine and 100 mg of ammonium chloride and the mixture is cooled, taken up in 50 ml of chloroform and washed successively with water, with dilute hydrochloric acid, with aqueous bicarbonate solution and again with water. The crude product obtained after evaporation of the solvent is purified by column chromatography to give 3-nitryloxy-2,2-bis(nitryloxymethyl)propionic acid ...